From a dataset of the Open Reaction Database (ORD), a public repository of structured organic reaction records. describe an organic reaction: reactants, conditions, products, and yield Starting materials: CC(C)(C)N, CCCc1csc2c(Cl)nc(Cl)nc12, CN(C)C=O, O. Product: CCCc1csc2c(NC(C)(C)C)nc(Cl)nc12. RXN SMILES: [C:15]([CH3:16])([CH3:17])([CH3:18])[NH2:19].[Cl:1][c:2]1[n:3][c:4]([Cl:14])[c:5]2[c:6]([n:7]1)[c:8]([CH2:11][CH2:12][CH3:13])[cH:9][s:10]2.[O:21]=[CH:22][N:23]([CH3:24])[CH3:25].[OH2:20]>>[Cl:1][c:2]1[n:3][c:4]([NH:19][C:15]([CH3:16])([CH3:17])[CH3:18])[c:5]2[c:6]([n:7]1)[c:8]([CH2:11][CH2:12][CH3:13])[cH:9][s:10]2. Starting materials: O=C(O)C1Cc2nc(-c3ccccc3)ccc2C1=O, O=S(=O)(O)O. The product is O=C1CCc2nc(-c3ccccc3)ccc21. RXN SMILES: [O:1]=[C:2]1[CH:3]([C:17]([OH:18])=[O:19])[CH2:4][c:5]2[n:6][c:7](-[c:11]3[cH:12][cH:13][cH:14][cH:15][cH:16]3)[cH:8][cH:9][c:10]21.[S:20](=[O:21])(=[O:22])([OH:23])[OH:24]>>[O:1]=[C:2]1[CH2:3][CH2:4][c:5]2[n:6][c:7](-[c:11]3[cH:12][cH:13][cH:14][cH:15][cH:16]3)[cH:8][cH:9][c:10]21.